The task is: describe an organic reaction: reactants, conditions, products, and yield. This data is from the Open Reaction Database (ORD), a public repository of structured organic reaction records. The reactants are CC(C)(C)OC(=O)N1C2CCC(C(O)C2)C1C(=O)N1CCCC1C#N, Cl, C1COCCO1. The product is N#CC1CCCN1C(=O)C1NC2CCC1C(O)C2, Cl. RXN SMILES: [C:1](#[N:2])[CH:3]1[N:4]([C:8](=[O:9])[CH:10]2[N:11]([C:19]([O:20][C:21]([CH3:22])([CH3:23])[CH3:24])=[O:25])[CH:12]3[CH2:13][CH:14]([OH:18])[CH:15]2[CH2:16][CH2:17]3)[CH2:5][CH2:6][CH2:7]1.[ClH:26].[O:27]1[CH2:28][CH2:29][O:30][CH2:31][CH2:32]1>>[C:1](#[N:2])[CH:3]1[N:4]([C:8](=[O:9])[CH:10]2[NH:11][CH:12]3[CH2:13][CH:14]([OH:18])[CH:15]2[CH2:16][CH2:17]3)[CH2:5][CH2:6][CH2:7]1.[ClH:26].